This data is from the Open Reaction Database (ORD), a public repository of structured organic reaction records. The task is: describe an organic reaction: reactants, conditions, products, and yield Reactants: BrC=1C=C(C=CC1)C(C1=NC2=C(N1)C=CC(=C2)F)OC2CCN(CC2)C (2-[(3-bromophenyl)(1-methylpiperidin-4-yloxy)methyl]-5-fluoro-1H-benzimidazole), CC1(C2=C(C(=CC=C2)P(C3=CC=CC=C3)C4=CC=CC=C4)OC5=C(C=CC=C51)P(C6=CC=CC=C6)C7=CC=CC=C7)C (Xantphos), C(C)(C)(C)OC(NCCS)=O ((2-mercaptoethyl)carbamic acid tert-butyl ester), C(C)(C)N(CC)C(C)C (diisopropylethylamine). Reagents/catalysts: C(C1=CC=CC=C1)=CC(=O)C=CC1=CC=CC=C1.C(C1=CC=CC=C1)=CC(=O)C=CC1=CC=CC=C1.[Pd] (palladium bis(dibenzylideneacetone)). Run in O1CCOCC1 (1,4-dioxane). Run at temperature 120 celsius, time 8 hour. The product is C(C)(C)(C)OC(NCCSC1=CC(=CC=C1)C(OC1CCN(CC1)C)C1=NC2=C(N1)C=CC(=C2)F)=O ((2-{3-[(5-fluoro-1H-benzimidazol-2-yl)(1-methylpiperidin-4-yloxy)methyl]phenylsulfanyl}ethyl)carbamic acid tert-butyl ester). Reaction SMILES: Br[C:2]1[CH:3]=[C:4]([CH:8]([O:19][CH:20]2[CH2:25][CH2:24][N:23]([CH3:26])[CH2:22][CH2:21]2)[C:9]2[NH:13][C:12]3[CH:14]=[CH:15][C:16]([F:18])=[CH:17][C:11]=3[N:10]=2)[CH:5]=[CH:6][CH:7]=1.CC1(C)C2C(=C(P(C3C=CC=CC=3)C3C=CC=CC=3)C=CC=2)OC2C(P(C3C=CC=CC=3)C3C=CC=CC=3)=CC=CC1=2.[C:69]([O:73][C:74](=[O:79])[NH:75][CH2:76][CH2:77][SH:78])([CH3:72])([CH3:71])[CH3:70].C(N(C(C)C)CC)(C)C>C(=CC(C=CC1C=CC=CC=1)=O)C1C=CC=CC=1.C(=CC(C=CC1C=CC=CC=1)=O)C1C=CC=CC=1.[Pd].O1CCOCC1>[C:69]([O:73][C:74](=[O:79])[NH:75][CH2:76][CH2:77][S:78][C:2]1[CH:7]=[CH:6][CH:5]=[C:4]([CH:8]([C:9]2[NH:13][C:12]3[CH:14]=[CH:15][C:16]([F:18])=[CH:17][C:11]=3[N:10]=2)[O:19][CH:20]2[CH2:25][CH2:24][N:23]([CH3:26])[CH2:22][CH2:21]2)[CH:3]=1)([CH3:72])([CH3:70])[CH3:71] |f:4.5.6|. Procedure details: A screw-capped tube is charged with 2-[(3-bromophenyl)(1-methylpiperidin-4-yloxy)methyl]-5-fluoro-1H-benzimidazole (example 437D, 418 mg), palladium bis(dibenzylideneacetone) (30 mg), Xantphos (30 mg), (2-mercaptoethyl)carbamic acid tert-butyl ester (1 equivalent), diisopropylethylamine (180 μL) and 1,4-dioxane (6 mL). The tube is evacuated, filled with argon and sealed. After stirring at 120° C. overnight, the mixture is diluted with ethyl acetate and water and the aqueous phase is extracted wi... The reactants are O(C1=CC=CC=C1)C=1C=CC(=NC1)COC(C)=O (Acetic acid 5-phenoxy-pyridin-2-ylmethyl ester), [OH-].[Na+] (sodium hydroxide), CO (methanol), O (Water). The solvent is C(C)(=O)OCC (ethyl acetate). The product is O(C1=CC=CC=C1)C=1C=CC(=NC1)CO ((5-Phenoxy-pyridin-2-yl)-methanol). Yield: 107.7%. RXN SMILES: [O:1]([C:8]1[CH:9]=[CH:10][C:11]([CH2:14][O:15]C(=O)C)=[N:12][CH:13]=1)[C:2]1[CH:7]=[CH:6][CH:5]=[CH:4][CH:3]=1.[OH-].[Na+].CO.O>C(OCC)(=O)C>[O:1]([C:8]1[CH:9]=[CH:10][C:11]([CH2:14][OH:15])=[N:12][CH:13]=1)[C:2]1[CH:7]=[CH:6][CH:5]=[CH:4][CH:3]=1 |f:1.2|. Reported procedure: A mixture of 2-methyl-5-phenoxy-pyridine (3.6 g, 19 mmol) described in Manufacturing Example 121-1-1, 3-chloroperoxybenzoic acid (5.6 g, 33 mmol), and methylene chloride (80 mL) was stirred at room temperature for 45 minutes. Aqueous sodium sulfite was added to the reaction solution, and the organic layer was separated and was washed with 5 N aqueous sodium hydroxide (7 mL). The organic layer was dried over anhydrous magnesium sulfate, and then the solvent was evaporated under a reduced pressure... Reactants: CC=1N=COC1C(=O)C1=COC=C1 (3-Furyl 4-methyl-5-oxazolyl ketone), C[Li] (methyllithium), C(C)O (ethanol), [Cl-].[Na+] (sodium chloride). Solvent: C(C)OCC (diethylether). Run at time 45 minute. Yields the product O1C=C(C=C1)C(C)(O)C1=C(N=CO1)C (1-(3-furyl)-1-(4-methyl-5-oxazolyl)ethanol), ( a ). As a reaction SMILES: [CH3:1][C:2]1[N:3]=[CH:4][O:5][C:6]=1[C:7]([C:9]1[CH:13]=[CH:12][O:11][CH:10]=1)=[O:8].C[Li].[CH2:16](O)C.[Cl-].[Na+]>C(OCC)C>[O:11]1[CH:12]=[CH:13][C:9]([C:7]([C:6]2[O:5][CH:4]=[N:3][C:2]=2[CH3:1])([OH:8])[CH3:16])=[CH:10]1 |f:3.4|. Procedure details: 3-Furyl 4-methyl-5-oxazolyl ketone (1 g) in dry diethylether (15 ml) at -70° C. under a nitrogen atmosphere was treated dropwise with methyllithium (1.5M solution in diethylether, 4.1 ml). After 45 minutes the reaction mixture was allowed to warm to room temperature and ethanol (2 ml) was added. The mixture was poured into saturated aqueous sodium chloride and extracted with dichloromethane. Chromatography and crystallisation then gave 1-(3-furyl)-1-(4-methyl-5-oxazolyl)ethanol identical to the ... Starting materials: O=C(O)C1CC1c1ccc(Br)cc1F, ClCCl, C=[N+]=[N-]. The product is COC(=O)C1CC1c1ccc(Br)cc1F. RXN SMILES: [Br:1][c:2]1[cH:3][c:4]([F:14])[c:5]([CH:8]2[CH:9]([C:11](=[O:12])[OH:13])[CH2:10]2)[cH:6][cH:7]1.[CH2:18]([Cl:19])[Cl:20].[N+:15](=[N-:16])=[CH2:17]>>[Br:1][c:2]1[cH:3][c:4]([F:14])[c:5]([CH:8]2[CH:9]([C:11](=[O:12])[O:13][CH3:17])[CH2:10]2)[cH:6][cH:7]1. The reactants are C1CCOC1, [Li]CCCC, CCCCCC, [Cl-], Fc1ccc(CBr)cc1, [NH4+], c1ccoc1, c1ccc(P(c2ccccc2)(c2ccccc2)[Pd](P(c2ccccc2)(c2ccccc2)c2ccccc2)(P(c2ccccc2)(c2ccccc2)c2ccccc2)P(c2ccccc2)(c2ccccc2)c2ccccc2)cc1. Yields the product Fc1ccc(Cc2ccco2)cc1. As a reaction SMILES: [CH2:28]1[O:29][CH2:30][CH2:31][CH2:32]1.[CH2:6]([Li:7])[CH2:8][CH2:9][CH3:10].[CH3:11][CH2:12][CH2:13][CH2:14][CH2:15][CH3:16].[Cl-:26].[F:17][c:18]1[cH:19][cH:20][c:21]([CH2:22][Br:23])[cH:24][cH:25]1.[NH4+:27].[cH:1]1[cH:2][cH:3][o:4][cH:5]1.[cH:33]1[cH:34][cH:35][c:36]([P:37]([Pd:38]([P:39]([c:40]2[cH:41][cH:42][cH:43][cH:44][cH:45]2)([c:46]2[cH:47][cH:48][cH:49][cH:50][cH:51]2)[c:52]2[cH:53][cH:54][cH:55][cH:56][cH:57]2)([P:58]([c:59]2[cH:60][cH:61][cH:62][cH:63][cH:64]2)([c:65]2[cH:66][cH:67][cH:68][cH:69][cH:70]2)[c:71]2[cH:72][cH:73][cH:74][cH:75][cH:76]2)[P:77]([c:78]2[cH:79][cH:80][cH:81][cH:82][cH:83]2)([c:84]2[cH:85][cH:86][cH:87][cH:88][cH:89]2)[c:90]2[cH:91][cH:92][cH:93][cH:94][cH:95]2)([c:96]2[cH:97][cH:98][cH:99][cH:100][cH:101]2)[c:102]2[cH:103][cH:104][cH:105][cH:106][cH:107]2)[cH:108][cH:109]1>>[cH:1]1[cH:2][c:3]([CH2:22][c:21]2[cH:20][cH:19][c:18]([F:17])[cH:25][cH:24]2)[o:4][cH:5]1.